From a dataset of the Open Reaction Database (ORD), a public repository of structured organic reaction records. describe an organic reaction: reactants, conditions, products, and yield The reactants are C(C=C)(=O)O (acrylic acid), C(C=C)(=O)OC (methyl acrylate), CC1=C(O)C=CC(=C1)O (methyl hydroquinone), COC1=CC=C(C=C1)O (MeHQ), N(=NC(C#N)(C)C)C(C#N)(C)C (2,2'-azobis-isobutyronitrile). Run in CCOC(=O)C (AcOEt), CCCCCC (hexane), O1CCOCC1 (dioxane). Run at temperature 80 celsius. The product is C(C(=C)C)(=O)OC.C(=C)(C)C1=CC=2C(C3=CC=CC=C3C(C2C=C1)=O)=O.C(C=C)(=O)O (Methyl Methacrylate Acrylic Acid 2-Isopropenyl Anthraquinone). RXN SMILES: [C:1]([OH:5])(=[O:4])[CH:2]=[CH2:3].[C:6]([O:10][CH3:11])(=[O:9])[CH:7]=[CH2:8].[CH3:12][C:13]1[CH:19]=[C:18]([OH:20])[CH:17]=[CH:16][C:14]=1O.CO[C:23]1[CH:28]=[CH:27][C:26](O)=[CH:25][CH:24]=1.N(C(C)(C)C#N)=N[C:32](C)(C)C#N>O1CCOCC1.CCCCCC.CCOC(C)=O>[C:6]([O:10][CH3:11])(=[O:9])[C:7]([CH3:1])=[CH2:8].[C:13]([C:14]1[CH:32]=[CH:3][C:2]2[C:1](=[O:5])[C:24]3[C:23](=[CH:28][CH:27]=[CH:26][CH:25]=3)[C:18](=[O:20])[C:17]=2[CH:16]=1)([CH3:12])=[CH2:19].[C:1]([OH:5])(=[O:4])[CH:2]=[CH2:3] |f:8.9.10|. Reported procedure: 2-isopropenyl AQ (0.3 g), 0.5 g acrylic acid and 0.7 g methyl acrylate (Aldrich) containing inhibitor (200 ppm methyl hydroquinone, MeHQ) and 40 mg 2,2'-azobis-isobutyronitrile (AIBN) were placed in a heavy-walled glass tube. Oxygen was removed by three freeze/thaw cycles. The tube was sealed and heated to 80° C. for 1 h. The polymer thus obtained was dissolved in dioxane. TLC (20% AcOEt in hexane) shows disappearance of free isopropenyl AQ. The reactants are C1CCNCC1, CN1CCCC1=O, Fc1ccc(-c2nc3cc(Cl)ccc3o2)cc1, O. Yields the product Clc1ccc2oc(-c3ccc(N4CCCCC4)cc3)nc2c1. As a reaction SMILES: [CH2:18]1[CH2:19][CH2:20][NH:21][CH2:22][CH2:23]1.[CH3:24][N:25]1[CH2:26][CH2:27][CH2:28][C:29]1=[O:30].[Cl:1][c:2]1[cH:3][cH:4][c:5]2[c:6]([n:7][c:8](-[c:10]3[cH:11][cH:12][c:13]([F:16])[cH:14][cH:15]3)[o:9]2)[cH:17]1.[OH2:31]>>[Cl:1][c:2]1[cH:3][cH:4][c:5]2[c:6]([n:7][c:8](-[c:10]3[cH:11][cH:12][c:13]([N:21]4[CH2:20][CH2:19][CH2:18][CH2:23][CH2:22]4)[cH:14][cH:15]3)[o:9]2)[cH:17]1. Reactants: Brc1ccc2[nH]ccc2c1, Fc1ccc(CBr)cc1. The product is Fc1ccc(Cn2ccc3cc(Br)ccc32)cc1. RXN SMILES: [Br:10][c:11]1[cH:12][c:13]2[cH:14][cH:15][nH:16][c:17]2[cH:18][cH:19]1.[F:1][c:2]1[cH:3][cH:4][c:5]([CH2:6][Br:7])[cH:8][cH:9]1>>[F:1][c:2]1[cH:3][cH:4][c:5]([CH2:6][n:16]2[cH:15][cH:14][c:13]3[cH:12][c:11]([Br:10])[cH:19][cH:18][c:17]32)[cH:8][cH:9]1. The reactants are C[O-].[Na+] (sodium methoxide), C(C)(=O)SCCN1C(C2=CC=CC=C2C1=O)=O (2-(acetylthioethyl)-1,3-isoindoledione), C1=CC(=CC=C1C(=O)CBr)F (a-bromo-4-fluoroacetophenone). Procedure: 0.803 kg (14.8M) sodium methoxide in 16 1 of ethanol is added to a stirred solution of 3.7 kg (14.8M) 2-(acetylthioethyl)-1,3-isoindoledione in 29.2 1 ethanol at 0° . The temperature is maintained between 0°-5° and the reaction mixture is stirred for one hour. 3.23 kg (14.8M) a-bromo-4-fluoroacetophenone in 14.6 1 of ethanol is added at such a rate to maintain the temperature between 0° and 10° . The reaction mixture is stirred overnight at room temperature. The product is collected by filtratio... The product is FC1=CC=C(C(=O)CSCCN2C(C3=CC=CC=C3C2=O)=O)C=C1 (2-(2-(4-fluorobenzoylmethylthio)ethyl)-1,3-isoindoledione). Reaction SMILES: C[O-].[Na+].C([S:7][CH2:8][CH2:9][N:10]1[C:18](=[O:19])[C:17]2[C:12](=[CH:13][CH:14]=[CH:15][CH:16]=2)[C:11]1=[O:20])(=O)C.[CH:21]1[C:26]([C:27]([CH2:29]Br)=[O:28])=[CH:25][CH:24]=[C:23]([F:31])[CH:22]=1>C(O)C>[F:31][C:23]1[CH:24]=[CH:25][C:26]([C:27]([CH2:29][S:7][CH2:8][CH2:9][N:10]2[C:11](=[O:20])[C:12]3[C:17](=[CH:16][CH:15]=[CH:14][CH:13]=3)[C:18]2=[O:19])=[O:28])=[CH:21][CH:22]=1 |f:0.1|. Run at time 1 hour. Solvent: C(C)O (ethanol), C(C)O (ethanol), C(C)O (ethanol). Starting materials: NC1=CC=2N=CN=C(C2C=N1)SC (7-amino-4-methylthiopyrido[4,3-d]pyrimidine), ClC=1C=C(N)C=CC1 (3-chloroaniline). Reaction conditions: temperature 150 celsius, time 20 minute. Yields the product NC1=CC=2N=CN=C(C2C=N1)NC1=CC(=CC=C1)Cl (7-amino-4-(3-chloroanilino)pyrido[4,3-d]pyrimidine). The yield is 60.3%. Reaction SMILES: [NH2:1][C:2]1[N:11]=[CH:10][C:9]2[C:8](SC)=[N:7][CH:6]=[N:5][C:4]=2[CH:3]=1.[Cl:14][C:15]1[CH:16]=[C:17]([CH:19]=[CH:20][CH:21]=1)[NH2:18]>>[NH2:1][C:2]1[N:11]=[CH:10][C:9]2[C:8]([NH:18][C:17]3[CH:19]=[CH:20][CH:21]=[C:15]([Cl:14])[CH:16]=3)=[N:7][CH:6]=[N:5][C:4]=2[CH:3]=1. Procedure details: A mixture of 7-amino-4-methylthiopyrido[4,3-d]pyrimidine (208 mg, 1.08 mmol) and 3-chloroaniline (1.21 g, 9.48 mmol) is stirred at 150° C. for 20 min. The resulting product is chromatographed over alumina (5-10% MeOH/CH2Cl2) to give 7-amino-4-(3-chloroanilino)pyrido[4,3-d]pyrimidine (177 mg, 60%) as a white solid. 1H NMR (DMSO) δ 9.92 (1H, brs), 9.35 (1H, s), 8.45 (1H, s), 8.08 (1H, brs), 7.79 (1H, brd, J=8.0 Hz), 7.40 (1H, t, J=8.1 Hz), 7.16 (1H, dd, J=7.9, 1.3 Hz), 6.68 (2H, brs), 6.46 (1H, s)...